Dataset: the Open Reaction Database (ORD), a public repository of structured organic reaction records. Task: describe an organic reaction: reactants, conditions, products, and yield Starting materials: COC(=O)C(=O)Cl, Nc1ccc(Cl)cc1F. Product: COC(=O)C(=O)Nc1ccc(Cl)cc1F. As a reaction SMILES: [Cl:10][C:11]([C:12](=[O:13])[O:14][CH3:15])=[O:16].[Cl:1][c:2]1[cH:3][c:4]([F:9])[c:5]([NH2:6])[cH:7][cH:8]1>>[Cl:1][c:2]1[cH:3][c:4]([F:9])[c:5]([NH:6][C:11]([C:12](=[O:13])[O:14][CH3:15])=[O:16])[cH:7][cH:8]1. Starting materials: Cc1cc(OCC2(c3ccc(C(=O)O)s3)CC=CC2)cc(C)c1-c1ccc(C(F)(F)F)cc1, COC(=O)CCN, CCN=C=NCCCN(C)C, CCN(C(C)C)C(C)C, Cl, Cl, CN(C)C=O, O, O, On1nnc2ccccc21. The product is COC(=O)CCNC(=O)c1ccc(C2(COc3cc(C)c(-c4ccc(C(F)(F)F)cc4)c(C)c3)CC=CC2)s1. Reaction SMILES: [CH3:1][c:2]1[c:3](-[c:24]2[cH:25][cH:26][c:27]([C:30]([F:31])([F:32])[F:33])[cH:28][cH:29]2)[c:4]([CH3:23])[cH:5][c:6]([O:8][CH2:9][C:10]2([c:15]3[cH:16][cH:17][c:18]([C:20](=[O:21])[OH:22])[s:19]3)[CH2:11][CH:12]=[CH:13][CH2:14]2)[cH:7]1.[CH3:35][O:36][C:37]([CH2:38][CH2:39][NH2:40])=[O:41].[CH3:63][N:64]([CH3:65])[CH2:66][CH2:67][CH2:68][N:69]=[C:70]=[N:71][CH2:72][CH3:73].[CH:53]([N:54]([CH2:55][CH3:56])[CH:57]([CH3:58])[CH3:59])([CH3:60])[CH3:61].[ClH:34].[ClH:62].[O:74]=[CH:75][N:76]([CH3:77])[CH3:78].[OH2:42].[OH2:79].[OH:43][n:44]1[c:45]2[cH:46][cH:47][cH:48][cH:49][c:50]2[n:51][n:52]1>>[CH3:1][c:2]1[c:3](-[c:24]2[cH:25][cH:26][c:27]([C:30]([F:31])([F:32])[F:33])[cH:28][cH:29]2)[c:4]([CH3:23])[cH:5][c:6]([O:8][CH2:9][C:10]2([c:15]3[cH:16][cH:17][c:18]([C:20](=[O:21])[NH:40][CH2:39][CH2:38][C:37]([O:36][CH3:35])=[O:41])[s:19]3)[CH2:11][CH:12]=[CH:13][CH2:14]2)[cH:7]1.